From a dataset of the Open Reaction Database (ORD), a public repository of structured organic reaction records. describe an organic reaction: reactants, conditions, products, and yield Starting materials: Cl.C(N)(=N)C1=CC2=C(NC(=N2)C=2C=C(C=C(C2O)C2=C(C=CC(=C2)F)O)C(=O)O)C=C1 (5-(5-carbamimidoyl-1H-benzoimidazol-2-yl)-5′-fluoro-6,2′-dihydroxy-biphenyl-3-carboxylic acid hydrochloride), O-(7-azabenzotrizol-1-yl)-1,2,3,3-tetramethyluroniumhexafluorophosphate monohydrate, Cl.CN(CCCN=C=NCC)C ((3-dimethylaminopropyl)ethylcarbodiimide hydrochloride), NCC1=CC=NC=C1 (4-aminomethylpyridine). Run in CN(C=O)C (N,N-dimethylformamide). Conditions: time 1 hour. Product: Cl.C(N)(=N)C1=CC2=C(NC(=N2)C=2C=C(C=C(C2O)C2=C(C=CC(=C2)F)O)C(=O)NCC2=CC=NC=C2)C=C1 (5-(5-carbamimidoyl-1H-benzoimidazol-2-yl)-5′-fluoro-6,2′-dihydroxy-N-pyridin-4-ylmethyl-biphenyl-3-carboxamide hydrochloride). Yield: 41.5%. RXN SMILES: [ClH:1].[C:2]([C:5]1[CH:31]=[CH:30][C:8]2[NH:9][C:10]([C:12]3[CH:13]=[C:14]([C:27](O)=[O:28])[CH:15]=[C:16]([C:19]4[CH:24]=[C:23]([F:25])[CH:22]=[CH:21][C:20]=4[OH:26])[C:17]=3[OH:18])=[N:11][C:7]=2[CH:6]=1)(=[NH:4])[NH2:3].Cl.CN(C)CCCN=C=NCC.[NH2:44][CH2:45][C:46]1[CH:51]=[CH:50][N:49]=[CH:48][CH:47]=1>CN(C)C=O>[ClH:1].[C:2]([C:5]1[CH:31]=[CH:30][C:8]2[NH:9][C:10]([C:12]3[CH:13]=[C:14]([C:27]([NH:44][CH2:45][C:46]4[CH:51]=[CH:50][N:49]=[CH:48][CH:47]=4)=[O:28])[CH:15]=[C:16]([C:19]4[CH:24]=[C:23]([F:25])[CH:22]=[CH:21][C:20]=4[OH:26])[C:17]=3[OH:18])=[N:11][C:7]=2[CH:6]=1)(=[NH:4])[NH2:3] |f:0.1,2.3,6.7|. Procedure: 5-(5-carbamimidoyl-1H-benzoimidazol-2-yl)-5′-fluoro-6,2′-dihydroxy-biphenyl-3-carboxylic acid hydrochloride (100 mg, 0.226 mmol), prepared as in Reference 23, O-(7-azabenzotrizol-1-yl)-1,2,3,3-tetramethyluroniumhexafluorophosphate monohydrate (37 mg, 0.242 mmol) and (3-dimethylaminopropyl)ethylcarbodiimide hydrochloride (46 mg, 0.237 mmol) were dissolved in anhydrous N,N-dimethylformamide (10 mL). The mixture was stirred at room temperature for 1 hour and then 4-aminomethylpyridine (27 mg, 0.248... Reactants: ClC1=CSC=2N=CN=C(C21)NCCC2=CC=C(OC1=CC=C(C=N1)C=O)C=C2 (6-{4-[2-(5-Chlorothieno[2,3-d]pyrimidin-4-ylamino)ethyl]phenoxy}pyridine-3-carbaldehyde), Cl.O(C)N (methoxylamine hydrochloride). Run in C(C)O (ethanol), O (water). Product: CON=CC=1C=NC(=CC1)OC1=CC=C(C=C1)CCNC=1C2=C(N=CN1)SC=C2Cl (6-{4-[2-(5-Chlorothieno[2,3-d]pyrimidin-4-ylamino)ethyl]phenoxy}pyridine-3-carbaldehyde O-methyloxime). The yield is 77.0%. RXN SMILES: [Cl:1][C:2]1[C:10]2[C:9]([NH:11][CH2:12][CH2:13][C:14]3[CH:28]=[CH:27][C:17]([O:18][C:19]4[N:24]=[CH:23][C:22]([CH:25]=O)=[CH:21][CH:20]=4)=[CH:16][CH:15]=3)=[N:8][CH:7]=[N:6][C:5]=2[S:4][CH:3]=1.Cl.[O:30]([NH2:32])[CH3:31]>C(O)C.O>[CH3:31][O:30][N:32]=[CH:25][C:22]1[CH:23]=[N:24][C:19]([O:18][C:17]2[CH:16]=[CH:15][C:14]([CH2:13][CH2:12][NH:11][C:9]3[C:10]4[C:2]([Cl:1])=[CH:3][S:4][C:5]=4[N:6]=[CH:7][N:8]=3)=[CH:28][CH:27]=2)=[CH:20][CH:21]=1 |f:1.2|. Procedure details: A solution of 6-{4-[2-(5-Chlorothieno[2,3-d]pyrimidin-4-ylamino)ethyl]phenoxy}pyridine-3-carbaldehyde (0.2 g, 0.5 mmol) and methoxylamine hydrochloride (0.2 g, 2.5 mmol) in ethanol (10 mL) was heated at reflux for 1 hour. After cooling, the reaction was diluted with water and the solid collected by filtration and air dried affording product, 0.17 g, 0.4 mmol, 77 percent yield. Reactants: CC(C)(C)c1cc(C=NO)cc(C(C)(C)C)c1O, CC(=O)OC(C)=O, CCOCC, [Na+], O=C([O-])O. The product is CC(C)(C)c1cc(C#N)cc(C(C)(C)C)c1O. As a reaction SMILES: [C:1]([CH3:2])([CH3:3])([CH3:4])[c:5]1[cH:6][c:7]([CH:8]=[N:9][OH:10])[cH:11][c:12]([C:15]([CH3:16])([CH3:17])[CH3:18])[c:13]1[OH:14].[CH3:24][C:25]([O:26][C:27](=[O:28])[CH3:29])=[O:30].[CH3:31][CH2:32][O:33][CH2:34][CH3:35].[Na+:19].[OH:20][C:21](=[O:22])[O-:23]>>[C:1]([CH3:2])([CH3:3])([CH3:4])[c:5]1[cH:6][c:7]([C:8]#[N:9])[cH:11][c:12]([C:15]([CH3:16])([CH3:17])[CH3:18])[c:13]1[OH:14].